From a dataset of the Open Reaction Database (ORD), a public repository of structured organic reaction records. describe an organic reaction: reactants, conditions, products, and yield Reactants: CN1CCC(=O)CC1, CC(=O)O, CO, c1ccc2c(c1)CCCCN2. The product is CN1CCC(N2CCCCc3ccccc32)CC1. Reaction SMILES: [CH3:12][N:13]1[CH2:14][CH2:15][C:16](=[O:19])[CH2:17][CH2:18]1.[CH3:20][C:21](=[O:22])[OH:23].[CH3:24][OH:25].[NH:1]1[c:2]2[c:3]([cH:8][cH:9][cH:10][cH:11]2)[CH2:4][CH2:5][CH2:6][CH2:7]1>>[N:1]1([CH:16]2[CH2:15][CH2:14][N:13]([CH3:12])[CH2:18][CH2:17]2)[c:2]2[c:3]([cH:8][cH:9][cH:10][cH:11]2)[CH2:4][CH2:5][CH2:6][CH2:7]1. Reactants: C1CCOC1, [Li]C, CN(C)C(=S)Cl, FC(F)C(F)(F)Sc1nc(-c2ccccc2)c(-c2ccccc2)[nH]1. Reaction SMILES: [CH2:33]1[O:34][CH2:35][CH2:36][CH2:37]1.[CH3:25][Li:26].[CH3:27][N:28]([C:29](=[S:30])[Cl:31])[CH3:32].[c:1]1(-[c:7]2[n:8][c:9]([S:18][C:19]([CH:20]([F:21])[F:22])([F:23])[F:24])[nH:10][c:11]2-[c:12]2[cH:13][cH:14][cH:15][cH:16][cH:17]2)[cH:2][cH:3][cH:4][cH:5][cH:6]1>>[c:1]1(-[c:7]2[n:8][c:9]([S:18][C:19]([CH:20]([F:21])[F:22])([F:23])[F:24])[n:10]([C:29]([N:28]([CH3:27])[CH3:32])=[S:30])[c:11]2-[c:12]2[cH:13][cH:14][cH:15][cH:16][cH:17]2)[cH:2][cH:3][cH:4][cH:5][cH:6]1. Yields the product CN(C)C(=S)n1c(SC(F)(F)C(F)F)nc(-c2ccccc2)c1-c1ccccc1.